From a dataset of the Open Reaction Database (ORD), a public repository of structured organic reaction records. describe an organic reaction: reactants, conditions, products, and yield Reactants: OCCN1CCNCC1 (1-(2-hydroxyethyl) piperazine), crude crystals, Cl (hydrochloric acid), CC1=CC2=C(OCC3=C(C2Cl)C=CC=C3)C=C1 (2-methyl-11-chloro-6,11-dihydrodibenz [b,e] oxepin), 2-methyl-6,11-dihydrodibenz [b,e] oxepinone-11, [OH-].[Na+] (sodium hydroxide). The solvent is C1(=CC=CC=C1)C (toluene), C(C)OCC (ethyl ether), O (water), C(C)OCC (ethyl ether), C1(=CC=CC=C1)C (toluene), C1(=CC=CC=C1)C (toluene). Run at temperature 80 celsius. Product: CC1=CC2=C(OCC3=C(C2N2CCN(CC2)CCO)C=CC=C3)C=C1 (2-methyl-11-[4-(2-hydroxyethyl)-1-piperazinyl]-6,11-dihydrodibenz [b,e] oxepin). Isolated yield 79.0%. RXN SMILES: [CH3:1][C:2]1[CH:17]=[CH:16][C:5]2[O:6][CH2:7][C:8]3[CH:15]=[CH:14][CH:13]=[CH:12][C:9]=3[CH:10](Cl)[C:4]=2[CH:3]=1.[OH:18][CH2:19][CH2:20][N:21]1[CH2:26][CH2:25][NH:24][CH2:23][CH2:22]1.Cl.[OH-].[Na+]>C1(C)C=CC=CC=1.C(OCC)C.O>[CH3:1][C:2]1[CH:17]=[CH:16][C:5]2[O:6][CH2:7][C:8]3[CH:15]=[CH:14][CH:13]=[CH:12][C:9]=3[CH:10]([N:24]3[CH2:25][CH2:26][N:21]([CH2:20][CH2:19][OH:18])[CH2:22][CH2:23]3)[C:4]=2[CH:3]=1 |f:3.4|. Procedure details: In this example, 3.7 g of crude crystals of 2-methyl-11-chloro-6,11-dihydrodibenz [b,e] oxepin obtained from 3.6 g of 2-methyl-6,11-dihydrodibenz [b,e] oxepinone-11 in the same manner as in Example 1 are dissolved in 60 ml of toluene and the solution is dropwise added to a solution of 9.8 g of 1-(2-hydroxyethyl) piperazine in 20 ml of toluene, followed by heating for 2 hours at 80° C. After completion of the reaction, 30 ml of water is added thereto, and the pH of the solution is adjusted to 2.0... The reactants are O=C(O)C(Br)c1ccc(Cl)cc1, C1CCOC1, CCCOc1cc(O)cc(OCCC)c1, [H-], [Na+], O. The product is CCCOc1cc(OCCC)cc(OC(C(=O)O)c2ccc(Cl)cc2)c1. As a reaction SMILES: [Br:18][CH:19]([C:20](=[O:21])[OH:22])[c:23]1[cH:24][cH:25][c:26]([Cl:29])[cH:27][cH:28]1.[CH2:31]1[O:32][CH2:33][CH2:34][CH2:35]1.[CH2:3]([CH2:4][CH3:5])[O:6][c:7]1[cH:8][c:9]([OH:17])[cH:10][c:11]([O:13][CH2:14][CH2:15][CH3:16])[cH:12]1.[H-:1].[Na+:2].[OH2:30]>>[CH2:3]([CH2:4][CH3:5])[O:6][c:7]1[cH:8][c:9]([O:17][CH:19]([C:20](=[O:21])[OH:22])[c:23]2[cH:24][cH:25][c:26]([Cl:29])[cH:27][cH:28]2)[cH:10][c:11]([O:13][CH2:14][CH2:15][CH3:16])[cH:12]1. Reactants: ClC=1C=C(C=C(C1)F)C1=CC(=NN1C1=CC(=CC=C1)Cl)C(=O)OCC (Ethyl 5-(3-chloro-5-fluorophenyl)-1-(3-chlorophenyl)-1H-pyrazole-3-carboxylate), ClC=1C=C(C=CC1F)N1N=C(C=C1C1=CC(=CC(=C1)F)Cl)C(=O)O (1-(3-Chloro-4-fluorophenyl)-5-(3-chloro-5-fluorophenyl)-1H-pyrazole-3-carboxylic acid). Product: ClC=1C=C(C=C(C1)F)C1=CC(=NN1C1=CC(=CC=C1)Cl)C(=O)O (5-(3-Chloro-5-fluorophenyl)-1-(3-chlorophenyl)-1H-pyrazole-3-carboxylic acid). As a reaction SMILES: [Cl:1][C:2]1[CH:3]=[C:4]([C:9]2[N:13]([C:14]3[CH:19]=[CH:18][CH:17]=[C:16]([Cl:20])[CH:15]=3)[N:12]=[C:11]([C:21]([O:23]CC)=[O:22])[CH:10]=2)[CH:5]=[C:6]([F:8])[CH:7]=1.ClC1C=C(N2C(C3C=C(F)C=C(Cl)C=3)=CC(C(O)=O)=N2)C=CC=1F>>[Cl:1][C:2]1[CH:3]=[C:4]([C:9]2[N:13]([C:14]3[CH:19]=[CH:18][CH:17]=[C:16]([Cl:20])[CH:15]=3)[N:12]=[C:11]([C:21]([OH:23])=[O:22])[CH:10]=2)[CH:5]=[C:6]([F:8])[CH:7]=1. Reported procedure: The preparation of the title compound takes place starting from the compound of Example 22A in analogy to the synthesis of the compound of Example 71A. 4.18 g (78% of theory) of the title compound are obtained.